Task: describe an organic reaction: reactants, conditions, products, and yield. Dataset: the Open Reaction Database (ORD), a public repository of structured organic reaction records Starting materials: C(C)(=O)C1=C(N=C(S1)N)C (5-acetyl-2-amino-4-methylthiazole), ClC1=C(C(=CC(=C1)Cl)C)S(=O)(=O)Cl (2,4-dichloro-6-methylbenzenesulfonyl chloride). Product: C(C)(=O)C1=C(N=C(S1)NS(=O)(=O)C1=C(C=C(C=C1C)Cl)Cl)C (N-(5-acetyl-4-methyl-1,3-thiazol-2-yl)-2,4-dichloro-6-methylbenzenesulfonamide), solid. Reaction SMILES: [C:1]([C:4]1[S:8][C:7]([NH2:9])=[N:6][C:5]=1[CH3:10])(=[O:3])[CH3:2].[Cl:11][C:12]1[CH:17]=[C:16]([Cl:18])[CH:15]=[C:14]([CH3:19])[C:13]=1[S:20](Cl)(=[O:22])=[O:21]>>[C:1]([C:4]1[S:8][C:7]([NH:9][S:20]([C:13]2[C:14]([CH3:19])=[CH:15][C:16]([Cl:18])=[CH:17][C:12]=2[Cl:11])(=[O:22])=[O:21])=[N:6][C:5]=1[CH3:10])(=[O:3])[CH3:2]. Procedure: The title compound was prepared from 5-acetyl-2-amino-4-methylthiazole and 2,4-dichloro-6-methylbenzenesulfonyl chloride as described in the synthetic METHOD B to give a white-yellow solid (28.4 mg) with purity >90%. MS (pos) m/z 379.1, 381.1.